This data is from the Open Reaction Database (ORD), a public repository of structured organic reaction records. The task is: describe an organic reaction: reactants, conditions, products, and yield Reactants: CI, N#Cc1ccc(OC2CCCC2O)cc1Cl. As a reaction SMILES: [CH3:17][I:18].[Cl:1][c:2]1[c:3]([C:4]#[N:5])[cH:6][cH:7][c:8]([O:10][CH:11]2[CH:12]([OH:16])[CH2:13][CH2:14][CH2:15]2)[cH:9]1>>[Cl:1][c:2]1[c:3]([C:4]#[N:5])[cH:6][cH:7][c:8]([O:10][CH:11]2[CH:12]([O:16][CH3:17])[CH2:13][CH2:14][CH2:15]2)[cH:9]1. Product: COC1CCCC1Oc1ccc(C#N)c(Cl)c1.